Dataset: the Open Reaction Database (ORD), a public repository of structured organic reaction records. Task: describe an organic reaction: reactants, conditions, products, and yield The reactants are 48, CC(C)N1CCC(CC1)=O (1-(1-methylethyl)-4-piperidinone), CC1=CC=C(C=C1)S(=O)(=O)O (4-methylbenzenesulfonic acid), CC1=CC=CC=C1 (methylbenzene), 30, C1(=CC=CC=C1)N (benzenamine), CC1=CC=CC=C1 (methylbenzene). Run in O (water). Product: 72, CC(C)N1CCC(CC1)=NC1=CC=CC=C1 (N-[1-(1-methylethyl)-4-piperidinylidene]benzenamine). Reaction SMILES: [CH3:1][CH:2]([N:4]1[CH2:9][CH2:8][C:7](=O)[CH2:6][CH2:5]1)[CH3:3].CC1C=CC(S(O)(=O)=O)=CC=1.CC1C=CC=CC=1.[C:29]1([NH2:35])[CH:34]=[CH:33][CH:32]=[CH:31][CH:30]=1>O>[CH3:1][CH:2]([N:4]1[CH2:9][CH2:8][C:7](=[N:35][C:29]2[CH:34]=[CH:33][CH:32]=[CH:31][CH:30]=2)[CH2:6][CH2:5]1)[CH3:3]. Procedure details: To a stirred and refluxing mixture of 48 parts of 1-(1-methylethyl)-4-piperidinone, 1 part of 4-methylbenzenesulfonic acid and 540 parts of methylbenzene is added dropwise a solution of 30 parts of benzenamine in 90 parts of methylbenzene. Upon completion, the whole is stirred and refluxed for 3 hours with water-separator. The reaction mixture is evaporated, yielding 72 parts of N-[1-(1-methylethyl)-4-piperidinylidene]benzenamine as a residue. Starting materials: FC(C=1C=C(C=O)C=CC1)(F)F (3-(Trifluoromethyl)benzaldehyde), [C@@H]1(CCCC2=CC=CC=C12)N ((1S)-1,2,3,4-tetrahydro-1-naphthalenylamine). The product is [C@@H]1(CCCC2=CC=CC=C12)NCC1=CC(=CC=C1)C(F)(F)F (N-[(1S)-1,2,3,4-tetrahydro-1-naphthalenyl]-N-[3-(trifluoromethyl)benzyl]amine). RXN SMILES: [F:1][C:2]([F:12])([F:11])[C:3]1[CH:4]=[C:5]([CH:8]=[CH:9][CH:10]=1)[CH:6]=O.[C@@H:13]1([NH2:23])[C:22]2[C:17](=[CH:18][CH:19]=[CH:20][CH:21]=2)[CH2:16][CH2:15][CH2:14]1>>[C@@H:13]1([NH:23][CH2:6][C:5]2[CH:8]=[CH:9][CH:10]=[C:3]([C:2]([F:12])([F:11])[F:1])[CH:4]=2)[C:22]2[C:17](=[CH:18][CH:19]=[CH:20][CH:21]=2)[CH2:16][CH2:15][CH2:14]1. Procedure details: 3-(Trifluoromethyl)benzaldehyde and (1S)-1,2,3,4-tetrahydro-1-naphthalenylamine were processed as described in Example 1A to provide the title compound. Starting materials: C=CC(=O)OC(C)(C)C, CC1COC(=O)N1C(=O)CCC1COC(C)(C)N1C(=O)OC(C)(C)C, CCN(C(C)C)C(C)C, ClCCl. Yields the product CC1COC(=O)N1C(=O)C(CCC(=O)OC(C)(C)C)CC1COC(C)(C)N1C(=O)OC(C)(C)C. RXN SMILES: [C:35]([CH3:36])([CH3:37])([CH3:38])[O:39][C:40]([CH:41]=[CH2:42])=[O:43].[CH3:10][C:11]1([CH3:34])[O:12][CH2:13][CH:14]([CH2:23][CH2:24][C:25](=[O:26])[N:27]2[C:28](=[O:33])[O:29][CH2:30][CH:31]2[CH3:32])[N:15]1[C:16](=[O:17])[O:18][C:19]([CH3:20])([CH3:21])[CH3:22].[CH:1]([N:2]([CH2:3][CH3:4])[CH:5]([CH3:6])[CH3:7])([CH3:8])[CH3:9].[Cl:44][CH2:45][Cl:46]>>[CH3:10][C:11]1([CH3:34])[O:12][CH2:13][CH:14]([CH2:23][CH:24]([C:25](=[O:26])[N:27]2[C:28](=[O:33])[O:29][CH2:30][CH:31]2[CH3:32])[CH2:42][CH2:41][C:40]([O:39][C:35]([CH3:36])([CH3:37])[CH3:38])=[O:43])[N:15]1[C:16](=[O:17])[O:18][C:19]([CH3:20])([CH3:21])[CH3:22]. Starting materials: CC=1C(NC=C(C1)C(C(F)(F)F)(O)C=1C=C2C=NN(C2=CC1)C1=CC=C(C=C1)F)=O (3-methyl-5-{2,2,2-trifluoro-1-[1-(4-fluorophenyl)-1H-indazol-5-yl]-1-hydroxyethyl}-1H-pyridin-2-one), [H-].[Na+] (NaH), IC (iodomethane). Run in O (water), CN(C)C=O (DMF). Conditions: time 1 hour. Product: CN1C(C(=CC(=C1)C(C(F)(F)F)(O)C=1C=C2C=NN(C2=CC1)C1=CC=C(C=C1)F)C)=O (1,3-Dimethyl-5-{2,2,2-trifluoro-1-[1-(4-fluorophenyl)-1H-indazol-5-yl]-1-hydroxyethyl}-1H-pyridin-2-one). Isolated yield 27.7%. RXN SMILES: [CH3:1][C:2]1[C:3](=[O:30])[NH:4][CH:5]=[C:6]([C:8]([C:14]2[CH:15]=[C:16]3[C:20](=[CH:21][CH:22]=2)[N:19]([C:23]2[CH:28]=[CH:27][C:26]([F:29])=[CH:25][CH:24]=2)[N:18]=[CH:17]3)([OH:13])[C:9]([F:12])([F:11])[F:10])[CH:7]=1.[H-].[Na+].I[CH3:34]>CN(C=O)C.O>[CH3:34][N:4]1[CH:5]=[C:6]([C:8]([C:14]2[CH:15]=[C:16]3[C:20](=[CH:21][CH:22]=2)[N:19]([C:23]2[CH:24]=[CH:25][C:26]([F:29])=[CH:27][CH:28]=2)[N:18]=[CH:17]3)([OH:13])[C:9]([F:10])([F:11])[F:12])[CH:7]=[C:2]([CH3:1])[C:3]1=[O:30] |f:1.2|. Reported procedure: To a solution of 3-methyl-5-{2,2,2-trifluoro-1-[1-(4-fluorophenyl)-1H-indazol-5-yl]-1-hydroxyethyl}-1H-pyridin-2-one (0.184 mmol) in 1 mL DMF was added NaH (0.221 mmol; 60% suspension in oil) in several portions. After 1 hour, iodomethane (0.20 mmol) was added. After 1 hour, the mixture was diluted with water and the solid was collected by filtration, washed with water and dried. The residue was purified with flash silica gel chromatography using 25% hexanes in ethyl acetate. The product-rich fr... Reactants: C([O-])([O-])=O.[K+].[K+] (potassium carbonate), CI (methyl iodide), FC=1C=C2C(=C(C=NC2=C(C1F)OC)C(=O)OCC)O (ethyl 6,7-difluoro-4-hydroxy-8-methoxyquinoline-3-carboxylate). The solvent is CN(C=O)C (dimethylformamide). Run at time 17 hour. Product: FC=1C=C2C(C(=CN(C2=C(C1F)OC)C)C(=O)OCC)=O (ethyl 6,7-difluoro-8-methoxy-1-methyl-1,4-dihydro-4-oxoquinoline-3-carboxylate). Yield: 94.4%. As a reaction SMILES: [F:1][C:2]1[CH:3]=[C:4]2[C:9](=[C:10]([O:13][CH3:14])[C:11]=1[F:12])[N:8]=[CH:7][C:6]([C:15]([O:17][CH2:18][CH3:19])=[O:16])=[C:5]2[OH:20].[C:21](=O)([O-])[O-].[K+].[K+].CI>CN(C)C=O>[F:1][C:2]1[CH:3]=[C:4]2[C:9](=[C:10]([O:13][CH3:14])[C:11]=1[F:12])[N:8]([CH3:21])[CH:7]=[C:6]([C:15]([O:17][CH2:18][CH3:19])=[O:16])[C:5]2=[O:20] |f:1.2.3|. Procedure: 1.60 g (0.0057 mole) of ethyl 6,7-difluoro-4-hydroxy-8-methoxyquinoline-3-carboxylate (IX) [prepared as described in step (B3) above] were dissolved in 20 ml of dimethylformamide, and 1.20 g (0.0085 mole) of potassium carbonate and 2.40 g (0.017 mole) of methyl iodide were added to the resulting solution. The mixture was then stirred at 60°-65° C. for 17 hours. At the end of this time, the solvent was distilled off under reduced pressure. The residue was extracted with methylene chloride, and th... Starting materials: [N+](=O)([O-])C1=CC=C(C=C1)C1=CC=NN1 (5-(4-nitrophenyl)pyrazole), O.O.[Sn](Cl)Cl (Tin(II) chloride dihydrate), Cl (hydrochloric acid). Solvent: C(C)O (ethanol). The product is NC1=CC=C(C=C1)C1=CC=NN1 (5-(4-aminophenyl)pyrazole). Isolated yield 95.3%. RXN SMILES: [N+:1]([C:4]1[CH:9]=[CH:8][C:7]([C:10]2[NH:14][N:13]=[CH:12][CH:11]=2)=[CH:6][CH:5]=1)([O-])=O.O.O.[Sn](Cl)Cl.Cl>C(O)C>[NH2:1][C:4]1[CH:5]=[CH:6][C:7]([C:10]2[NH:14][N:13]=[CH:12][CH:11]=2)=[CH:8][CH:9]=1 |f:1.2.3|. Reported procedure: To a solution of 5-(4-nitrophenyl)pyrazole (10.1 g) in ethanol (100 ml) was added Tin(II) chloride dihydrate (35.7 g) and concentrated hydrochloric acid (25.5 ml). After the addition was completed, the reaction mixture was refluxed for 3 hours. After cooling, the solvent was evaporated and strongly basified (NaOH solution) and then extracted with chloroform. The extract was washed with brine, dried (MgSO4) and evaporated to dryness to obtain the title compound (8.1 g).